describe an organic reaction: reactants, conditions, products, and yield From a dataset of the Open Reaction Database (ORD), a public repository of structured organic reaction records. Conditions: time 2 hour. Yields the product C(C)C1=C2C(=C(N=C1OCCN(C)C)C)SC=C2 (4-Ethyl-7-methyl-5-[2-(N,N-dimethylamino)ethoxy]thieno[2,3-c]pyridine). The reactants are Cl.CN(C)CCCl (dimethylaminoethylchloride hydrochloride), [H-].[Na+] (NaH), O (H2O), C(C)C1=C2C(=C(N=C1O)C)SC=C2 (4-Ethyl-7-methylthieno[2,3-c]pyridin-5-ol), [H-].[Na+] (NaH). The yield is 110.2%. RXN SMILES: [CH2:1]([C:3]1[C:8]([OH:9])=[N:7][C:6]([CH3:10])=[C:5]2[S:11][CH:12]=[CH:13][C:4]=12)[CH3:2].[H-].[Na+].Cl.[CH3:17][N:18]([CH2:20][CH2:21]Cl)[CH3:19].O>CN(C=O)C>[CH2:1]([C:3]1[C:8]([O:9][CH2:21][CH2:20][N:18]([CH3:19])[CH3:17])=[N:7][C:6]([CH3:10])=[C:5]2[S:11][CH:12]=[CH:13][C:4]=12)[CH3:2] |f:1.2,3.4|. The solvent is CN(C)C=O (DMF), CN(C)C=O (DMF). Procedure details: 4-Ethyl-7-methylthieno[2,3-c]pyridin-5-ol (2.00 g, 10.3 mmol) was added to a suspension of NaH (60% in oil, prewashed with hexanes, 0.46 g, 11.4 mmol) in DMF (30 ml) and stirred at room temperature for two hours. To this was added a mixture of dimethylaminoethylchloride hydrochloride (3.0 g, 20.6 mmol) and NaH (60% in oil, prewashed with hexanes, 546 mg, 22.8 mmol) in DMF (30 ml). The reaction mixture was stirred for two days at room temperature, poured into H2O (300 ml) and extracted with CH2Cl... The reactants are C(C)(C)(C)OC(N(CC(F)F)CCC1=CC(=C(C=C1)Cl)CO)=O ([2-(4-chloro-3-hydroxymethyl-phenyl)-ethyl]-(2,2-difluoro-ethyl)-carbamic acid tert-butyl ester). Reagents/catalysts: O=[Mn]=O (MnO2). Run in CC#N (CH3CN). Reaction conditions: time 4 hour. Product: C(C)(C)(C)OC(N(CC(F)F)CCC1=CC(=C(C=C1)Cl)C=O)=O ([2-(4-Chloro-3-formyl-phenyl)ethyl]-(2,2-difluoro-ethyl)carbamic Acid tert-butyl Ester). Yield: 93.7%. As a reaction SMILES: [C:1]([O:5][C:6](=[O:23])[N:7]([CH2:12][CH2:13][C:14]1[CH:19]=[CH:18][C:17]([Cl:20])=[C:16]([CH2:21][OH:22])[CH:15]=1)[CH2:8][CH:9]([F:11])[F:10])([CH3:4])([CH3:3])[CH3:2]>CC#N.O=[Mn]=O>[C:1]([O:5][C:6](=[O:23])[N:7]([CH2:12][CH2:13][C:14]1[CH:19]=[CH:18][C:17]([Cl:20])=[C:16]([CH:21]=[O:22])[CH:15]=1)[CH2:8][CH:9]([F:11])[F:10])([CH3:4])([CH3:2])[CH3:3]. Procedure: MnO2 (6.35 g, 65.7 mmol) was added to a sol. of [2-(4-chloro-3-hydroxymethyl-phenyl)-ethyl]-(2,2-difluoro-ethyl)-carbamic acid tert-butyl ester (4.60 g, 13.2 mmol) in CH3CN (133 mL). The mixture was stirred at rt for 4 h. The mixture was filtered over celite, and the precipitate was washed with CH3CN and CH2Cl2. The filtrate was evaporated under reduced pressure to yield to crude title compound (4.30 g, 94%) that was used further without purification. LC-MS: tR=1.06 min. Reactants: C(C)OC(C(CC1=CC=C(C=C1)O)(OC1=CC=C(C=C1)C(C)(C)C)C)=O (3-(4-hydroxyphenyl)-2-methyl-2-(4-tert-butylphenoxy)-propionic acid ethyl ester), solution, polystyrene, C1(=CC(=CC=C1)C=1OC(=C(N1)CCOS(=O)(=O)C1=CC=C(C=C1)C)C)C1=CC=CC=C1 (Toluene-4-sulfonic acid 2-(2-biphenyl-3-yl-5-methyl-oxazol-4-yl)-ethyl ester). The solvent is C(C)O (ethanol), C(C)O (ethanol). Conditions: temperature 55 celsius. Product: C1(=CC(=CC=C1)C=1OC(=C(N1)CCOC1=CC=C(C=C1)CC(C(=O)O)(OC1=CC=C(C=C1)C(C)(C)C)C)C)C1=CC=CC=C1 (3-{4-[2-(2-Biphenyl-3-yl-5-methyl-oxazol-4-yl)-ethoxy]-phenyl}-2-methyl-2-(4-tert-butylphenoxy)-propionic acid). Isolated yield 45.0%. Reaction SMILES: [C:1]1([C:26]2[CH:31]=[CH:30][CH:29]=[CH:28][CH:27]=2)[CH:6]=[CH:5][CH:4]=[C:3]([C:7]2[O:8][C:9]([CH3:25])=[C:10]([CH2:12][CH2:13][O:14]S(C3C=CC(C)=CC=3)(=O)=O)[N:11]=2)[CH:2]=1.C([O:34][C:35](=[O:57])[C:36]([CH3:56])([O:45][C:46]1[CH:51]=[CH:50][C:49]([C:52]([CH3:55])([CH3:54])[CH3:53])=[CH:48][CH:47]=1)[CH2:37][C:38]1[CH:43]=[CH:42][C:41](O)=[CH:40][CH:39]=1)C>C(O)C>[C:1]1([C:26]2[CH:27]=[CH:28][CH:29]=[CH:30][CH:31]=2)[CH:6]=[CH:5][CH:4]=[C:3]([C:7]2[O:8][C:9]([CH3:25])=[C:10]([CH2:12][CH2:13][O:14][C:41]3[CH:40]=[CH:39][C:38]([CH2:37][C:36]([CH3:56])([O:45][C:46]4[CH:51]=[CH:50][C:49]([C:52]([CH3:55])([CH3:54])[CH3:53])=[CH:48][CH:47]=4)[C:35]([OH:57])=[O:34])=[CH:43][CH:42]=3)[N:11]=2)[CH:2]=1. Reported procedure: Toluene-4-sulfonic acid 2-(2-biphenyl-3-yl-5-methyl-oxazol-4-yl)-ethyl ester (0.132 mmol) (see Ex. 2, Part F) was added to a one dram, screw-cap vial and diluted with ethanol (0.5 mL). To this solution are added 3-(4-hydroxyphenyl)-2-methyl-2-(4-tert-butylphenoxy)-propionic acid ethyl ester (0.5 mL of a 0.264 M solution in ethanol, 0.132 mmol) (see Ex. 15, Part B) and polystyrene bound 1,5,7-triazabicyclo[4.4.0]dec-5-ene (100–125 mg, 2.6 mmol/g) and the vial was tightly closed. The reaction vess... Starting materials: CO (methanol), EDCl—nHCl, C(C)C1=NNC2=CC(=CC=C12)C(=O)O (3-ethyl-1H-indazol-6-yl-carboxylic acid), N1N=CC2=CC=CC=C12 (Indazole), IV. Reagents/catalysts: CN(C)C=1C=CN=CC1 (DMAP). Solvent: C(Cl)Cl (CH2Cl2). Run at time 8 hour. Yields the product C(C)C1=NNC2=CC(=CC=C12)C(=O)OC (methyl 3-ethyl-1H-indazol-6-yl-carboxylate). Reaction SMILES: [CH2:1]([C:3]1[C:11]2[C:6](=[CH:7][C:8]([C:12]([OH:14])=[O:13])=[CH:9][CH:10]=2)[NH:5][N:4]=1)[CH3:2].N1C2C(=CC=CC=2)[CH:17]=N1.CO>CN(C1C=CN=CC=1)C.C(Cl)Cl>[CH2:1]([C:3]1[C:11]2[C:6](=[CH:7][C:8]([C:12]([O:14][CH3:17])=[O:13])=[CH:9][CH:10]=2)[NH:5][N:4]=1)[CH3:2]. Procedure details: To a solution of 1.35 g (7.1 mmol) of 3-ethyl-1H-indazol-6-yl-carboxylic acid, [Marfat, A., et al., “Indazole Derivatives and Their Use as Inhibitors of Phosphodiesterase Type IV and the Production of Tumor Necrosis Factor TNF, U.S. Pat. No. 6,262,040], 2.9 mL (71 mmol) of methanol, and 0.95 g (7.8 mmol) of DMAP in 60 mL of CH2Cl2 was added 1.5 g (7.8 mmol) of EDCl—nHCl. This mixture was stirred at room temperature overnight, concentrated and the residue dissolved in 50 mL of ethyl acetate. The ... Starting materials: O.[Cl-].[Na+].O (water brine), C(C)(=O)[O-].[Na+] (Sodium acetate), OC1=C(C=CC(=C1)O)C(=O)C1=CC=C(C=C1)O ((2,4-dihydroxyphenyl)(4-hydroxyphenyl)methanone), Cl.NO (hydroxylamine hydrochloride). The solvent is O (water), C(C)O (ethanol). Yields the product OC1=C(C=CC(=C1)O)C(=NO)C1=CC=C(C=C1)O ((2,4-Dihydroxyphenyl)(4-hydroxyphenyl)methanone oxime). Isolated yield 47.2%. RXN SMILES: C([O-])(=O)C.[Na+].[OH:6][C:7]1[CH:12]=[C:11]([OH:13])[CH:10]=[CH:9][C:8]=1[C:14]([C:16]1[CH:21]=[CH:20][C:19]([OH:22])=[CH:18][CH:17]=1)=O.Cl.[NH2:24][OH:25].O.[Cl-].[Na+].O>O.C(O)C>[OH:6][C:7]1[CH:12]=[C:11]([OH:13])[CH:10]=[CH:9][C:8]=1[C:14]([C:16]1[CH:21]=[CH:20][C:19]([OH:22])=[CH:18][CH:17]=1)=[N:24][OH:25] |f:0.1,3.4,5.6.7.8|. Procedure details: Sodium acetate (0.46 g, 5.57 mmol) in water (3 mL) was added into a mixture of (2,4-dihydroxyphenyl)(4-hydroxyphenyl)methanone (0.91 g, 3.97 mmol), hydroxylamine hydrochloride (0.36 g, 5.17 mmol), and ethanol (20 mL). The reaction mixture was refluxed for 2 days. The mixture was poured into water/brine and extracted with EtOAc. The organic extracts were dried over MgSO4. Evaporation and purification by flash chromatography CH2Cl2/EtOAc/MeOH 20/10/1) gave a white solid (0.46 g, 48% yield); MS m/e...